Dataset: the Open Reaction Database (ORD), a public repository of structured organic reaction records. Task: describe an organic reaction: reactants, conditions, products, and yield Reactants: O=C([O-])[O-], CCOC(C)=O, O=C(Cl)CCl, [K+], [K+], O=[N+]([O-])c1ccc2c(c1)CNC2. Product: O=C(CCl)C1NCc2cc([N+](=O)[O-])ccc21. RXN SMILES: [C:13](=[O:14])([O-:15])[O-:16].[CH3:24][CH2:25][O:26][C:27](=[O:28])[CH3:29].[Cl:19][CH2:20][C:21](=[O:22])[Cl:23].[K+:17].[K+:18].[N+:1](=[O:2])([O-:3])[c:4]1[cH:5][c:6]2[c:10]([cH:11][cH:12]1)[CH2:9][NH:8][CH2:7]2>>[N+:1](=[O:2])([O-:3])[c:4]1[cH:5][c:6]2[c:10]([cH:11][cH:12]1)[CH:9]([C:21]([CH2:20][Cl:19])=[O:22])[NH:8][CH2:7]2. Reactants: N\C(=C/C(=O)OCC)\C(F)(F)F (ethyl 3-amino-4,4,4-trifluorocrotonate), [H-].[Na+] (sodium hydride), ClC1=CC(=C(C=C1OC=1C(=NC=CC1)OCC(=O)OC)N=C=O)F (4-chloro-2-fluoro-5-{2-(methoxycarbonyl)methoxy-3-pyridyloxy}phenyl isocyanate), Cl (hydrochloric acid), ice water. The solvent is CN(C=O)C (N,N-dimethylformamide), CN(C=O)C (N,N-dimethylformamide), CN(C=O)C (N,N-dimethylformamide). Reaction conditions: temperature 0 celsius. Product: ClC1=C(OC=2C(=NC=CC2)OCC(=O)OC)C=C(C(=C1)F)N1C(NC(=CC1=O)C(F)(F)F)=O (3-{2-chloro-4-fluoro-5-[2,6-dioxo-4-(trifluoromethyl)-1,2,3,6-tetrahydropyrimidin-1-yl]phenoxy}-2-(methoxycarbonyl)methoxypyridine). RXN SMILES: [H-].[Na+].[NH2:3]/[C:4](/[C:11]([F:14])([F:13])[F:12])=[CH:5]\[C:6]([O:8]CC)=O.[Cl:15][C:16]1[C:21]([O:22][C:23]2[C:24]([O:29][CH2:30][C:31]([O:33][CH3:34])=[O:32])=[N:25][CH:26]=[CH:27][CH:28]=2)=[CH:20][C:19]([N:35]=[C:36]=[O:37])=[C:18]([F:38])[CH:17]=1.Cl>CN(C)C=O>[Cl:15][C:16]1[CH:17]=[C:18]([F:38])[C:19]([N:35]2[C:6](=[O:8])[CH:5]=[C:4]([C:11]([F:12])([F:13])[F:14])[NH:3][C:36]2=[O:37])=[CH:20][C:21]=1[O:22][C:23]1[C:24]([O:29][CH2:30][C:31]([O:33][CH3:34])=[O:32])=[N:25][CH:26]=[CH:27][CH:28]=1 |f:0.1|. Reported procedure: To a mixture of 1 ml of N,N-dimethylformamide and 26 mg of sodium hydride, a solution of 126 mg of ethyl 3-amino-4,4,4-trifluorocrotonate in 1 ml of N,N-dimethylformamide was added and the mixture was stirred at 0° C. Thereafter, to the reaction mixture was added a mixture of 266 mg of 4-chloro-2-fluoro-5-{2-(methoxycarbonyl)methoxy-3-pyridyloxy}phenyl isocyanate and 1 ml of N,N-dimethylformamide at the same temperature, and the mixture was stirred over night at room temperature. The reaction so... Reactants: C(=O)C1=CC=C(S1)C(=O)N (5-formyl-2- thiophenecarboxamide), FC(C(=O)NOC(C(F)(F)F)=O)(F)F (N,O- bis(trifluoroacetyl)hydroxyamine), N1=CC=CC=C1 (pyridine). Solvent: C1(=CC=CC=C1)C (toluene). The product is C(#N)C1=CC=C(S1)C(=O)N (5-cyano-2-thiophenecarboxamide). Isolated yield 39.5%. RXN SMILES: [CH:1]([C:3]1[S:7][C:6]([C:8]([NH2:10])=[O:9])=[CH:5][CH:4]=1)=O.FC(F)(F)C([NH:15]OC(=O)C(F)(F)F)=O.N1C=CC=CC=1>C1(C)C=CC=CC=1>[C:1]([C:3]1[S:7][C:6]([C:8]([NH2:10])=[O:9])=[CH:5][CH:4]=1)#[N:15]. Reported procedure: 5-Formyl-2-thiophenecarboxylic acid (2.64 g) (synthesized in accordance with the method described in Tetrahedron, 41, 3803 (1985)) was dissolved in tetrahydrofuran (30 ml), and N,N-dimethylformamide (3 drops) was added. Oxalyl chloride (2.2 ml) was added dropwise at room temperature, and the mixture was stirred for 2 hours. The reaction mixture was concentrated under reduced pressure and the concentrate was dissolved in ethyl acetate (50 ml). The resulting solution was added dropwise to a mixtur... The reactants are Cc1nc(-c2cc(C(N)=O)c(=O)[nH]c2C)cs1, [Na+], [OH-], O. Yields the product Cc1nc(-c2cc(C(=O)O)c(=O)[nH]c2C)cs1. Reaction SMILES: [CH3:1][c:2]1[c:3](-[c:12]2[n:13][c:14]([CH3:17])[s:15][cH:16]2)[cH:4][c:5]([C:9](=[O:10])[NH2:11])[c:6](=[O:8])[nH:7]1.[Na+:19].[OH-:18].[OH2:20]>>[CH3:1][c:2]1[c:3](-[c:12]2[n:13][c:14]([CH3:17])[s:15][cH:16]2)[cH:4][c:5]([C:9](=[O:10])[OH:18])[c:6](=[O:8])[nH:7]1. The reactants are BrC=1C=C(C=CC1N1CCNCC1)NC=1C(=NC=C(N1)OC1=CC(=CC=C1)[N+](=O)[O-])C(=O)N (3-{[3-bromo-4-(piperazin-1-yl)phenyl]amino}-5-(3-nitrophenoxy)pyrazine-2-carboxamide), C(C)O (ethanol), N1(N=NC2=C1C=CC=C2)CO (1H-benzotriazole-1-methanol), C(C)(=O)O[BH-](OC(C)=O)OC(C)=O.[Na+] (sodium triacetoxyborohydride). The solvent is C(Cl)(Cl)Cl (chloroform), O1CCCC1 (tetrahydrofuran). Run at time 6 hour. The product is BrC=1C=C(C=CC1N1CCN(CC1)C)NC=1C(=NC=C(N1)OC1=CC(=CC=C1)[N+](=O)[O-])C(=O)N (3-{[3-bromo-4-(4-methylpiperazin-1-yl)phenyl]amino}-5-(3-nitrophenoxy)pyrazine-2-carboxamide). Reaction SMILES: [Br:1][C:2]1[CH:3]=[C:4]([NH:14][C:15]2[C:16]([C:31]([NH2:33])=[O:32])=[N:17][CH:18]=[C:19]([O:21][C:22]3[CH:27]=[CH:26][CH:25]=[C:24]([N+:28]([O-:30])=[O:29])[CH:23]=3)[N:20]=2)[CH:5]=[CH:6][C:7]=1[N:8]1[CH2:13][CH2:12][NH:11][CH2:10][CH2:9]1.[CH2:34](O)C.N1(CO)C2C=CC=CC=2N=N1.C(O[BH-](OC(=O)C)OC(=O)C)(=O)C.[Na+]>C(Cl)(Cl)Cl.O1CCCC1>[Br:1][C:2]1[CH:3]=[C:4]([NH:14][C:15]2[C:16]([C:31]([NH2:33])=[O:32])=[N:17][CH:18]=[C:19]([O:21][C:22]3[CH:27]=[CH:26][CH:25]=[C:24]([N+:28]([O-:30])=[O:29])[CH:23]=3)[N:20]=2)[CH:5]=[CH:6][C:7]=1[N:8]1[CH2:13][CH2:12][N:11]([CH3:34])[CH2:10][CH2:9]1 |f:3.4|. Procedure: To a mixture of 3-{[3-bromo-4-(piperazin-1-yl)phenyl]amino}-5-(3-nitrophenoxy)pyrazine-2-carboxamide (523 mg) and ethanol (5 mL)-tetrahydrofuran (15 mL) were added 1H-benzotriazole-1-methanol (159 mg) and sodium triacetoxyborohydride (323 mg), followed by stirring at room temperature for 6 hours, then diluting with chloroform, and washing with a saturated aqueous sodium hydrogen carbonate solution. After the organic phase was dried over anhydrous magnesium sulfate, the solvent was evaporated und...